This data is from the Open Reaction Database (ORD), a public repository of structured organic reaction records. The task is: describe an organic reaction: reactants, conditions, products, and yield Reactants: CC(C)C(=O)Nc1cccc(C2CCN(CCC(O)c3ccc(Cl)cc3)CC2)c1, Oc1ccc(C(F)(F)F)cc1. Product: CC(C)C(=O)Nc1cccc(C2CCN(CCC(Oc3ccc(C(F)(F)F)cc3)c3ccc(Cl)cc3)CC2)c1. RXN SMILES: [Cl:1][c:2]1[cH:3][cH:4][c:5]([CH:8]([CH2:9][CH2:10][N:11]2[CH2:12][CH2:13][CH:14]([c:17]3[cH:18][c:19]([NH:23][C:24]([CH:25]([CH3:26])[CH3:27])=[O:28])[cH:20][cH:21][cH:22]3)[CH2:15][CH2:16]2)[OH:29])[cH:6][cH:7]1.[F:30][C:31]([c:32]1[cH:33][cH:34][c:35]([OH:38])[cH:36][cH:37]1)([F:39])[F:40]>>[Cl:1][c:2]1[cH:3][cH:4][c:5]([CH:8]([CH2:9][CH2:10][N:11]2[CH2:12][CH2:13][CH:14]([c:17]3[cH:18][c:19]([NH:23][C:24]([CH:25]([CH3:26])[CH3:27])=[O:28])[cH:20][cH:21][cH:22]3)[CH2:15][CH2:16]2)[O:29][c:35]2[cH:34][cH:33][c:32]([C:31]([F:30])([F:39])[F:40])[cH:37][cH:36]2)[cH:6][cH:7]1. The reactants are aromatic or heterocyclic amine, ClC1=NC=CC(=N1)OC1=C(C(=CC(=C1F)F)F)F (2-chloro-4-(2,3,5,6-tetrafluorophenoxyl)pyrimidine), CC(C(=O)O)(C)C (2,2-dimethylpropanoic acid). Reaction conditions: temperature 60 celsius. Product: N-aryl heterocyclyl-N—H alkyl, FC1=C(OC2=NC=NC=C2)C(=C(C=C1F)F)F (4-(2,3,5,6-tetrafluorophenoxyl)pyrimidine). Reaction SMILES: Cl[C:2]1[N:7]=[C:6]([O:8][C:9]2[C:14]([F:15])=[C:13]([F:16])[CH:12]=[C:11]([F:17])[C:10]=2[F:18])[CH:5]=[CH:4][N:3]=1.CC(C)(C)C(O)=O>>[F:15][C:14]1[C:13]([F:16])=[CH:12][C:11]([F:17])=[C:10]([F:18])[C:9]=1[O:8][C:6]1[CH:5]=[CH:4][N:3]=[CH:2][N:7]=1. Procedure details: To a mixture of 2-chloro-4-(2,3,5,6-tetrafluorophenoxyl)pyrimidine (compound no. C-2, 200 mg, 0.72 mmol) and 2,2-dimethylpropanoic acid (733 mg, 0.412 mL, 7.2 mmol, 10 eq.) was added the aromatic or heterocyclic amine (1.08 mmol, 1.5 eq.) and the mixture was heated to 60° C. for 2 h. The reaction mixture was partitioned between a mixture of water and diethyl ether. The organic layer was washed with water two times, aqueous 0,1M sodium hydroxide and brine. The organic layer was dried over magnesi... The reactants are [Si](C1=CC=CC=C1)(C1=CC=CC=C1)(C(C)(C)C)OC1=CC=C(OC[C@H](CNCCC2=CC=C(NC3CCN(CC3)C(=O)NCC3=CC=C(C=C3)F)C=C2)O)C=C1 (4-[4-(2-{[(2S)-3-(4-{[tert-Butyl(diphenyl)silyl]oxy}phenoxy)-2-hydroxy-propyl]amino}ethyl)anilino]-N-(4-fluorobenzyl)-1-piperidinecarboxamide). The solvent is C(Cl)(Cl)Cl.CO (chloroform methanol). Procedure: 4-[4-(2-{[(2S)-3-(4-{[tert-Butyl(diphenyl)silyl]oxy}phenoxy)-2-hydroxy-propyl]amino}ethyl)anilino]-N-(4-fluorobenzyl)-1-piperidinecarboxamide (0.320, 0.41 mmol) was reacted following Procedure H (eluant: 5:1 chloroform-methanol) to give the title compound (0.141 g, 0.26 mmol). RXN SMILES: [Si]([O:18][C:19]1[CH:56]=[CH:55][C:22]([O:23][CH2:24][C@@H:25]([OH:54])[CH2:26][NH:27][CH2:28][CH2:29][C:30]2[CH:53]=[CH:52][C:33]([NH:34][CH:35]3[CH2:40][CH2:39][N:38]([C:41]([NH:43][CH2:44][C:45]4[CH:50]=[CH:49][C:48]([F:51])=[CH:47][CH:46]=4)=[O:42])[CH2:37][CH2:36]3)=[CH:32][CH:31]=2)=[CH:21][CH:20]=1)(C(C)(C)C)(C1C=CC=CC=1)C1C=CC=CC=1>C(Cl)(Cl)Cl.CO>[F:51][C:48]1[CH:47]=[CH:46][C:45]([CH2:44][NH:43][C:41]([N:38]2[CH2:37][CH2:36][CH:35]([NH:34][C:33]3[CH:52]=[CH:53][C:30]([CH2:29][CH2:28][NH:27][CH2:26][C@H:25]([OH:54])[CH2:24][O:23][C:22]4[CH:21]=[CH:20][C:19]([OH:18])=[CH:56][CH:55]=4)=[CH:31][CH:32]=3)[CH2:40][CH2:39]2)=[O:42])=[CH:50][CH:49]=1 |f:1.2|. Yield: 63.4%. Yields the product FC1=CC=C(CNC(=O)N2CCC(CC2)NC2=CC=C(C=C2)CCNC[C@@H](COC2=CC=C(C=C2)O)O)C=C1 (4-(4-{2-[(2S)-2-Hydroxy-3-(4-hydroxy-phenoxy)-propylamino]-ethyl}-phenylamino)-piperidine-1-carboxylic acid 4-fluoro-benzylamide).